From a dataset of the Open Reaction Database (ORD), a public repository of structured organic reaction records. describe an organic reaction: reactants, conditions, products, and yield The reactants are COC1=C(CN(S(=O)(=O)C2=CC3=CC=CC(=C3C=C2)B2OC(C(O2)(C)C)(C)C)C2=NC=NS2)C=CC(=C1)OC (N-(2,4-dimethoxybenzyl)-5-(4,4,5,5-tetramethyl-1,3,2-dioxaborolan-2-yl)-N-(1,2,4-thiadiazol-5-yl)naphthalene-2 sulfonamide), COC1=C(CN(S(=O)(=O)C2=CC3=CC=CC(=C3C=C2)B2OC(C(O2)(C)C)(C)C)C2=NC=NS2)C=CC(=C1)OC (N-(2,4-dimethoxybenzyl)-5-(4,4,5,5-tetramethyl-1,3,2-dioxaborolan-2-yl)-N-(1,2,4-thiadiazol-5-yl)naphthalene-2 sulfonamide), BrC1=C(C=CC(=C1)Cl)I (2-bromo-4-chloro-1-iodobenzene), Pd(dppf) Cl2 DCM, C([O-])([O-])=O.[Na+].[Na+] (sodium carbonate), boronic ester, O (water). Solvent: C(C)(C)(C)O (t-butanol), O1CCOCC1 (Dioxane). Conditions: temperature 50 celsius, time 2 hour. Yields the product BrC1=C(C=CC(=C1)Cl)C1=C2C=CC(=CC2=CC=C1)S(=O)(=O)N(C1=NC=NS1)CC1=C(C=C(C=C1)OC)OC (5-(2-BROMO-4-CHLOROPHENYL)-N-(2,4-DIMETHOXYBENZYL)-N-(1,2,4-THIADIAZOL-5-YL)NAPHTHALENE-2-SULFONAMIDE). Reaction SMILES: [CH3:1][O:2][C:3]1[CH:37]=[C:36]([O:38][CH3:39])[CH:35]=[CH:34][C:4]=1[CH2:5][N:6]([C:29]1[S:33][N:32]=[CH:31][N:30]=1)[S:7]([C:10]1[CH:19]=[CH:18][C:17]2[C:12](=[CH:13][CH:14]=[CH:15][C:16]=2B2OC(C)(C)C(C)(C)O2)[CH:11]=1)(=[O:9])=[O:8].[Br:40][C:41]1[CH:46]=[C:45]([Cl:47])[CH:44]=[CH:43][C:42]=1I.C(=O)([O-])[O-].[Na+].[Na+].O>C(O)(C)(C)C.O1CCOCC1>[Br:40][C:41]1[CH:46]=[C:45]([Cl:47])[CH:44]=[CH:43][C:42]=1[C:16]1[CH:15]=[CH:14][CH:13]=[C:12]2[C:17]=1[CH:18]=[CH:19][C:10]([S:7]([N:6]([CH2:5][C:4]1[CH:34]=[CH:35][C:36]([O:38][CH3:39])=[CH:37][C:3]=1[O:2][CH3:1])[C:29]1[S:33][N:32]=[CH:31][N:30]=1)(=[O:9])=[O:8])=[CH:11]2 |f:2.3.4|. Reported procedure: A pressure vessel was charged with N-(2,4-dimethoxybenzyl)-5-(4,4,5,5-tetramethyl-1,3,2-dioxaborolan-2-yl)-N-(1,2,4-thiadiazol-5-yl)naphthalene-2-sulfonamide (Intermediate E) (5.00 g, 8.81 mmol), 2-bromo-4-chloro-1-iodobenzene (5.59 g, 17.6 mmol) and Pd(dppf) Cl2 DCM (1.44 g, 1.76 mmol). Dioxane (44.1 mL) and t-butanol (44.1 mL) were added to the reaction vial followed by 1.9 M sodium carbonate in water (13.9 mL, 26.4 mmol). The reaction vial was then swept with nitrogen and sealed with a screw ... Starting materials: FC(C1=CC=C(C=N1)N)F (6-difluoromethyl-pyridin-3-yl-amine), BrN1C(CCC1=O)=O (N-bromo-succinimide), O (water). The solvent is C(C)#N (acetonitrile). Yields the product BrC1=NC(=CC=C1N)C(F)F (2-bromo-6-difluoromethyl-pyridin-3-yl-amine). Isolated yield 77.9%. As a reaction SMILES: [F:1][CH:2]([F:10])[C:3]1[N:8]=[CH:7][C:6]([NH2:9])=[CH:5][CH:4]=1.[Br:11]N1C(=O)CCC1=O.O>C(#N)C>[Br:11][C:7]1[C:6]([NH2:9])=[CH:5][CH:4]=[C:3]([CH:2]([F:10])[F:1])[N:8]=1. Reported procedure: A solution of the compound obtained in Step D (2.1 g) and N-bromo-succinimide (2.56 g) in acetonitrile (50 ml) was stirred at 0° C. for 10 minutes. The reaction mixture was poured into water and extracted several times with ethyl acetate. The combined organic layers were washed with brine, dried over sodium sulfate and then concentrated in vacuo. Chromatography on silica gel (eluent: hexane/ethyl acetate 1:1) afforded 2-bromo-6-difluoromethyl-pyridin-3-yl-amine (2.5 g) as a solid. MS (ES+) 223/2...